From a dataset of the Open Reaction Database (ORD), a public repository of structured organic reaction records. describe an organic reaction: reactants, conditions, products, and yield The reactants are C[O-].[Na+] (sodium methoxide), C(C)(=O)O.C(=N)N (formamidine acetate), COC(=O)C1C(CCC(C1)(C1=CC=C(C=2OC3=C(C21)C=CC=C3)OC)C#N)=O (5-cyano-5-(4-methoxy-dibenzofuran-1-yl)-2-oxo-cyclohexane carboxylic acid methyl ester). Run in CO (methanol). Conditions: temperature 65 celsius, time 18 hour. Yields the product COC1=CC=C(C2=C1OC1=C2C=CC=C1)C1(CC=2C(NC=NC2CC1)=O)C#N (6-(4-Methoxydibenzo[b,d]furan-1-yl)-4-oxo-3,4,5,6,7,8-hexahydroquinazoline-6-carbonitrile). RXN SMILES: C[O-].[Na+].C(O)(=O)C.[CH:8]([NH2:10])=[NH:9].C[O:12][C:13]([CH:15]1[CH2:20][C:19]([C:36]#[N:37])([C:21]2[C:29]3[C:28]4[CH:30]=[CH:31][CH:32]=[CH:33][C:27]=4[O:26][C:25]=3[C:24]([O:34][CH3:35])=[CH:23][CH:22]=2)[CH2:18][CH2:17][C:16]1=O)=O>CO>[CH3:35][O:34][C:24]1[C:25]2[O:26][C:27]3[CH:33]=[CH:32][CH:31]=[CH:30][C:28]=3[C:29]=2[C:21]([C:19]2([C:36]#[N:37])[CH2:18][CH2:17][C:16]3[N:10]=[CH:8][NH:9][C:13](=[O:12])[C:15]=3[CH2:20]2)=[CH:22][CH:23]=1 |f:0.1,2.3|. Procedure: To a stirred solution of sodium methoxide (185.3 mg, 3.5 mmol) in 10 ml of methanol was added formamidine acetate (290 mg, 2.78 mmol) and the compound obtained in example 1. The reaction mass was allowed to stir at 60-70° C. for 18 hrs under nitrogen atmosphere. Most of the methanol was evaporated under vacuum and residue was purified by column chromatography to get 200 mg (67.3% yields) of the product. Starting materials: OC[C@H]([C@@H](\C=C\C)C1=CC=C(C=C1)C(F)(F)F)NC(OC(C)(C)C)=O (Tert-butyl (2S,3S,E)-1-hydroxy-3-(4-(trifluoromethyl)phenyl)hex-4-en-2-ylcarbamate), C(=O)(C(F)(F)F)O (TFA). Run in C(Cl)Cl (DCM). Run at time 1 hour. Yields the product N[C@H](CO)[C@@H](\C=C\C)C1=CC=C(C=C1)C(F)(F)F ((2S,3S,E)-2-amino-3-(4-(trifluoromethyl)phenyl)hex-4-en-1-ol). Reaction SMILES: [OH:1][CH2:2][C@@H:3]([NH:18]C(=O)OC(C)(C)C)[C@H:4]([C:8]1[CH:13]=[CH:12][C:11]([C:14]([F:17])([F:16])[F:15])=[CH:10][CH:9]=1)/[CH:5]=[CH:6]/[CH3:7].C(O)(C(F)(F)F)=O>C(Cl)Cl>[NH2:18][C@@H:3]([C@H:4]([C:8]1[CH:9]=[CH:10][C:11]([C:14]([F:15])([F:16])[F:17])=[CH:12][CH:13]=1)/[CH:5]=[CH:6]/[CH3:7])[CH2:2][OH:1]. Reported procedure: Tert-butyl (2S,3S,E)-1-hydroxy-3-(4-(trifluoromethyl)phenyl)hex-4-en-2-ylcarbamate (0.10 g, 0.28 mmol) was taken up in 3 mL of DCM. 1 mL of TFA was added. The mixture was stirred for 1 hour. The solvent was removed under reduced pressure, and the residue was taken up in 5 mL of DCM and 5 mL of 5% aq NaOH. The mixture was partitioned, and the aqueous portion was extracted three times with 5 mL of DCM. The combined organic extracts were dried over MgSO4. Filtration and concentration under reduced ... Starting materials: CC1NCCNC1 (2-methylpiperazine), ClC(=O)OCC1=CC=CC=C1 (benzyl chloroformate). The solvent is ClCCl (dichloromethane). Reaction conditions: time 1 hour. Yields the product CC1CN(CCN1)C(=O)OCC1=CC=CC=C1 (Benzyl 3-methylpiperazine-1-carboxylate). RXN SMILES: [CH3:1][CH:2]1[CH2:7][NH:6][CH2:5][CH2:4][NH:3]1.Cl[C:9]([O:11][CH2:12][C:13]1[CH:18]=[CH:17][CH:16]=[CH:15][CH:14]=1)=[O:10]>ClCCl>[CH3:1][CH:2]1[NH:3][CH2:4][CH2:5][N:6]([C:9]([O:11][CH2:12][C:13]2[CH:18]=[CH:17][CH:16]=[CH:15][CH:14]=2)=[O:10])[CH2:7]1. Reported procedure: A 4 g portion of 2-methylpiperazine was dissolved in 40 ml of dichloromethane, and 1.71 g of benzyl chloroformate was added dropwise thereto at −78° C. After 1 hour of stirring, the mixture was washed by adding water and dried and then the solvent was evaporated to obtain 2.0 g of the title compound.